From a dataset of the Open Reaction Database (ORD), a public repository of structured organic reaction records. describe an organic reaction: reactants, conditions, products, and yield Reactants: CCCCCCCCCCCCCCCC(=O)OC, [K+], [OH-], CCCCCCCCCCCCCCCCNCC(O)CO. Product: CCCCCCCCCCCCCCCCN(CC(O)CO)C(=O)CCCCCCCCCCCCCCC. As a reaction SMILES: [C:25]([CH2:26][CH2:27][CH2:28][CH2:29][CH2:30][CH2:31][CH2:32][CH2:33][CH2:34][CH2:35][CH2:36][CH2:37][CH2:38][CH2:39][CH3:40])([O:42][CH3:41])=[O:43].[K+:24].[OH-:23].[OH:1][CH:2]([CH2:3][NH:4][CH2:5][CH2:6][CH2:7][CH2:8][CH2:9][CH2:10][CH2:11][CH2:12][CH2:13][CH2:14][CH2:15][CH2:16][CH2:17][CH2:18][CH2:19][CH3:20])[CH2:21][OH:22]>>[OH:1][CH:2]([CH2:3][N:4]([CH2:5][CH2:6][CH2:7][CH2:8][CH2:9][CH2:10][CH2:11][CH2:12][CH2:13][CH2:14][CH2:15][CH2:16][CH2:17][CH2:18][CH2:19][CH3:20])[C:25]([CH2:26][CH2:27][CH2:28][CH2:29][CH2:30][CH2:31][CH2:32][CH2:33][CH2:34][CH2:35][CH2:36][CH2:37][CH2:38][CH2:39][CH3:40])=[O:42])[CH2:21][OH:22]. Reactants: NC1=NC2=C(C(=NC1)C1=CC=CC=C1)C=C(C=C2)Cl (2-amino-7-chloro-5-phenyl-3H-1,4-benzodiazepine), C(#CC(=O)OC)C(=O)OC (dimethyl acetylenedicarboxylate). Solvent: CO (methanol). Yields the product C(=O)(OC)C1=CC(N=C2N1C1=C(C(=NC2)C2=CC=CC=C2)C=C(C=C1)Cl)=O (1-carbomethoxy-9-chloro-7-phenylpyrimido[1,2-a][1,4]benzodiazepin-3(5H)-one). The yield is 16.3%. Reaction SMILES: [NH2:1][C:2]1[CH2:8][N:7]=[C:6]([C:9]2[CH:14]=[CH:13][CH:12]=[CH:11][CH:10]=2)[C:5]2[CH:15]=[C:16]([Cl:19])[CH:17]=[CH:18][C:4]=2[N:3]=1.[C:20]([C:26](OC)=[O:27])#[C:21][C:22]([O:24][CH3:25])=[O:23]>CO>[C:22]([C:21]1[N:3]2[C:4]3[CH:18]=[CH:17][C:16]([Cl:19])=[CH:15][C:5]=3[C:6]([C:9]3[CH:14]=[CH:13][CH:12]=[CH:11][CH:10]=3)=[N:7][CH2:8][C:2]2=[N:1][C:26](=[O:27])[CH:20]=1)([O:24][CH3:25])=[O:23]. Reported procedure: A mixture of 2-amino-7-chloro-5-phenyl-3H-1,4-benzodiazepine (13.5 g.; 0.05 mole), dimethyl acetylenedicarboxylate (7.1 g.; 0.05 mole) and 250 ml. of methanol were refluxed for 2 hours and evaporated. The residue was dissolved in 50 ml. of methylene chloride and chromatographed on 2 kg. of silica gel using 60% ethyl acetate 40% cyclohexane. Fractions 1-6 (4.5 l.) gave no material. Fractions 6-51 were discarded. Fraction 52-54 gave 6.3 g. of solids which were crystallized from methylene chloride ... Reactants: FC1=CC=C(C=C1)C1=CC=C2CC(NC2=C1)=O (6-(4-Fluorophenyl)-1,3-dihydroindol-2-one), C(C)OC(=O)C1=C(NC(=C1CCC(=O)O)C=O)C (4-(2-carboxyethyl)-5-formyl-2-methyl-1H-pyrrole-3-carboxylic acid ethyl ester), C(=O)(O)CCC=1C(=C(NC1)C)C(=O)OCC (4-(2-carboxyethyl)-3-ethoxycarbonyl-2-methylpyrrole). Product: C(C)OC(=O)C1=C(NC(=C1CCC(=O)O)C=C1C(NC2=CC(=CC=C12)C1=CC=C(C=C1)F)=O)C (4-(2-Carboxyethyl)-5-[6-(4-fluorophenyl)-2-oxo-1,2-dihydro-indol-3-ylidenemethyl]-2-methyl-1H-pyrrole-3-carboxylic acid ethyl ester). As a reaction SMILES: [F:1][C:2]1[CH:7]=[CH:6][C:5]([C:8]2[CH:16]=[C:15]3[C:11]([CH2:12][C:13](=[O:17])[NH:14]3)=[CH:10][CH:9]=2)=[CH:4][CH:3]=1.[CH2:18]([O:20][C:21]([C:23]1[C:27]([CH2:28][CH2:29][C:30]([OH:32])=[O:31])=[C:26]([CH:33]=O)[NH:25][C:24]=1[CH3:35])=[O:22])[CH3:19].C(CCC1C(C(OCC)=O)=C(C)NC=1)(O)=O>>[CH2:18]([O:20][C:21]([C:23]1[C:27]([CH2:28][CH2:29][C:30]([OH:32])=[O:31])=[C:26]([CH:33]=[C:12]2[C:11]3[C:15](=[CH:16][C:8]([C:5]4[CH:4]=[CH:3][C:2]([F:1])=[CH:7][CH:6]=4)=[CH:9][CH:10]=3)[NH:14][C:13]2=[O:17])[NH:25][C:24]=1[CH3:35])=[O:22])[CH3:19]. Reported procedure: 6-(4-Fluorophenyl)-1,3-dihydroindol-2-one (60 mg, 0.26 mmol) was condensed with 4-(2-carboxyethyl)-5-formyl-2-methyl-1H-pyrrole-3-carboxylic acid ethyl ester (65 mg), prepared by formylation of 4-(2-carboxyethyl)-3-ethoxycarbonyl-2-methylpyrrole (Bulter, A. R., and George, S. D. (1993) Tetrahedron 49: 7017-7026), to give the title compound. The reactants are Cl (hydrochloric acid), solution, [H-].C(C(C)C)[Al+]CC(C)C (diisobutylaluminium hydride), C[Si]([Si](C)(C)C)(C)C (hexamethyldisilane), Cl[Si](C)(C)C (chlorotrimethylsilane), OC1=C(C(=O)O)C=CC=N1 (2-hydroxynicotinic acid). The solvent is CO (methanol), ClCCl (dichloromethane), C1(=CC=CC=C1)C (toluene). Reaction conditions: temperature 110 celsius, time 30 minute. The product is OCC=1C(NC=CC1)=O (3-(Hydroxymethyl)pyridin-2(1H)-one). RXN SMILES: C[Si](C)(C)[Si](C)(C)C.Cl[Si](C)(C)C.[OH:14][C:15]1[N:23]=[CH:22][CH:21]=[CH:20][C:16]=1[C:17](O)=[O:18].[H-].C([Al+]CC(C)C)C(C)C.Cl>C1(C)C=CC=CC=1.ClCCl.CO>[OH:18][CH2:17][C:16]1[C:15](=[O:14])[NH:23][CH:22]=[CH:21][CH:20]=1 |f:3.4|. Procedure: At RT, 23.2 g (144 mmol) of hexamethyldisilane and 0.781 g (7.19 mmol) of chlorotrimethylsilane are added to a suspension of 10.0 g (71.9 mmol) of 2-hydroxynicotinic acid in 100 ml of toluene, and the mixture is stirred with a KPG stirrer at 110° C. for 30 min. The mixture is then cooled to −40° C., and 22.5 g (158 mmol) of a 1 molar solution of diisobutylaluminium hydride in dichloromethane are added dropwise to the solution. The mixture is thawed to RT, stirred at RT for 18 h and finally, at −...